Task: describe an organic reaction: reactants, conditions, products, and yield. Dataset: the Open Reaction Database (ORD), a public repository of structured organic reaction records The reactants are CCOC(=O)c1c(C)cc(OCc2ccccc2)cc1OCc1cccc(OCc2ccc3ccccc3n2)c1, CCO, [Na+], [OH-]. The product is Cc1cc(OCc2ccccc2)cc(OCc2cccc(OCc3ccc4ccccc4n3)c2)c1C(=O)O. Reaction SMILES: [CH2:1]([c:2]1[cH:3][cH:4][cH:5][cH:6][cH:7]1)[O:8][c:9]1[cH:10][c:11]([CH3:40])[c:12]([C:13](=[O:14])[O:15][CH2:16][CH3:17])[c:18]([O:20][CH2:21][c:22]2[cH:23][c:24]([O:28][CH2:29][c:30]3[n:31][c:32]4[cH:33][cH:34][cH:35][cH:36][c:37]4[cH:38][cH:39]3)[cH:25][cH:26][cH:27]2)[cH:19]1.[CH3:43][CH2:44][OH:45].[Na+:42].[OH-:41]>>[CH2:1]([c:2]1[cH:3][cH:4][cH:5][cH:6][cH:7]1)[O:8][c:9]1[cH:10][c:11]([CH3:40])[c:12]([C:13](=[O:14])[OH:15])[c:18]([O:20][CH2:21][c:22]2[cH:23][c:24]([O:28][CH2:29][c:30]3[n:31][c:32]4[cH:33][cH:34][cH:35][cH:36][c:37]4[cH:38][cH:39]3)[cH:25][cH:26][cH:27]2)[cH:19]1. Starting materials: Cl, COC(=O)c1cc([N+](=O)[O-])c(F)cc1C, [H-], [Na+], C1CCOC1, O, COC(=O)C1(O)CC1. Product: COC(=O)c1cc([N+](=O)[O-])c(OC2(C(=O)OC)CC2)cc1C. Reaction SMILES: [ClH:26].[F:1][c:2]1[cH:3][c:4]([CH3:15])[c:5]([C:6](=[O:7])[O:8][CH3:9])[cH:10][c:11]1[N+:12](=[O:13])[O-:14].[H-:16].[Na+:17].[O:27]1[CH2:28][CH2:29][CH2:30][CH2:31]1.[OH2:32].[OH:18][C:19]1([C:22](=[O:23])[O:24][CH3:25])[CH2:20][CH2:21]1>>[c:2]1([O:18][C:19]2([C:22](=[O:23])[O:24][CH3:25])[CH2:20][CH2:21]2)[cH:3][c:4]([CH3:15])[c:5]([C:6](=[O:7])[O:8][CH3:9])[cH:10][c:11]1[N+:12](=[O:13])[O-:14]. Reactants: CCN(CC)CCCO, CS(=O)(=O)[O-], O=[N+]([O-])c1ccc(O)cc1F, [K+], [K+], O=C([O-])[O-], CN(C)C=O. Product: CCN(CC)CCCOc1ccc([N+](=O)[O-])c(F)c1. RXN SMILES: [CH2:17]([CH3:18])[N:19]([CH2:20][CH2:21][CH2:22][OH:23])[CH2:24][CH3:25].[CH3:12][S:13](=[O:14])(=[O:15])[O-:16].[F:1][c:2]1[cH:3][c:4]([OH:11])[cH:5][cH:6][c:7]1[N+:8](=[O:9])[O-:10].[K+:26].[K+:27].[O-:28][C:29]([O-:30])=[O:31].[O:32]=[CH:33][N:34]([CH3:35])[CH3:36]>>[F:1][c:2]1[cH:3][c:4]([O:11][CH2:22][CH2:21][CH2:20][N:19]([CH2:17][CH3:18])[CH2:24][CH3:25])[cH:5][cH:6][c:7]1[N+:8](=[O:9])[O-:10].